Dataset: the Open Reaction Database (ORD), a public repository of structured organic reaction records. Task: describe an organic reaction: reactants, conditions, products, and yield Reactants: [N+](=O)([O-])C=1C=C2C(=CNC2=CC1)CC#N (5-nitroindole-3-acetonitrile), [OH-].[Na+] (NaOH), O (H2O), CI (CH3I). Reagents/catalysts: [Cl-].C(C1=CC=CC=C1)[N+](CC)(CC)CC (benzyltriethyl ammonium chloride). Solvent: C(Cl)Cl (CH2Cl2). Conditions: time 2 hour. Product: CN1C=C(C2=CC(=CC=C12)[N+](=O)[O-])CC#N (1-Methyl-5-nitroindole-3-acetonitrile). Yield: 76.2%. RXN SMILES: [N+:1]([C:4]1[CH:5]=[C:6]2[C:10](=[CH:11][CH:12]=1)[NH:9][CH:8]=[C:7]2[CH2:13][C:14]#[N:15])([O-:3])=[O:2].[OH-].[Na+].[CH3:18]I.O>[Cl-].C([N+](CC)(CC)CC)C1C=CC=CC=1.C(Cl)Cl>[CH3:18][N:9]1[C:10]2[C:6](=[CH:5][C:4]([N+:1]([O-:3])=[O:2])=[CH:12][CH:11]=2)[C:7]([CH2:13][C:14]#[N:15])=[CH:8]1 |f:1.2,5.6|. Procedure details: To a suspension of 11.5 g (0.057 mole) of 5-nitroindole-3-acetonitrile and 1.46 g (0.006 mole) of benzyltriethyl ammonium chloride in 120 ml of 50% (aq.) NaOH, stirred at 0°, was added, dropwise over 1.5 hours, a solution of 8.26 g (0.058 mole) of CH3I in 80 ml of CH2Cl2. The temperature was raised to 25° and the stirring continued for 2 hours. The suspension was then poured into 800 ml of H2O and filtered. The CH2Cl2 layer of the filtrate was taken to dryness in vacuo and the resulting yellow s... Reactants: CC(=O)NC1(C)CCCN(c2c([N+](=O)[O-])cnn2C)CC1, CCO, [Cl-], [Fe], [NH4+], O. Product: CC(=O)NC1(C)CCCN(c2c(N)cnn2C)CC1. RXN SMILES: [CH3:1][C:2]1([NH:18][C:19]([CH3:20])=[O:21])[CH2:3][CH2:4][N:5]([c:9]2[c:10]([N+:15]([O-:16])=[O:17])[cH:11][n:12][n:13]2[CH3:14])[CH2:6][CH2:7][CH2:8]1.[CH3:24][CH2:25][OH:26].[Cl-:22].[Fe:28].[NH4+:23].[OH2:27]>>[CH3:1][C:2]1([NH:18][C:19]([CH3:20])=[O:21])[CH2:3][CH2:4][N:5]([c:9]2[c:10]([NH2:15])[cH:11][n:12][n:13]2[CH3:14])[CH2:6][CH2:7][CH2:8]1. The reactants are O1CCCC2NCCCC21 (octahydro-2H-pyrano[3,2-b]pyridine), BrCCCCl (1-bromo-3-chloropropane), C(=O)([O-])[O-].[K+].[K+] (K2CO3). The solvent is CC(=O)C (acetone). Product: ClCCCN1C2C(CCC1)OCCC2 (5-(3-chloropropyl)octahydro-2H-pyrano[3,2-b]pyridine). The yield is 30.0%. RXN SMILES: [O:1]1[CH:10]2[CH:5]([NH:6][CH2:7][CH2:8][CH2:9]2)[CH2:4][CH2:3][CH2:2]1.Br[CH2:12][CH2:13][CH2:14][Cl:15].C([O-])([O-])=O.[K+].[K+]>CC(C)=O>[Cl:15][CH2:14][CH2:13][CH2:12][N:6]1[CH2:7][CH2:8][CH2:9][CH:10]2[O:1][CH2:2][CH2:3][CH2:4][CH:5]12 |f:2.3.4|. Procedure: A mixture of octahydro-2H-pyrano[3,2-b]pyridine (0.50 g), 1-bromo-3-chloropropane (0.90 mL) and K2CO3 (0.70 g) in acetone was heated to reflux for 10 h, then cooled to rt and filtered. The filtrate was concentrated in vacuo and the residue was chromatographed with a silica gel column (eluting agent: 25:1 (v/v) DCM/MeOH) to give the title compound as yellow oil (0.23 g, 30.00%), HPLC: 80.00%. The compound was characterized by the following spectroscopic data: MS (ESI, pos. ion) m/z: 218.5 (M+1). Reactants: COC(=O)Cc1c(C)nc2nc(C(C)C)nn2c1O, O=P(Cl)(Cl)Cl. The product is COC(=O)Cc1c(C)nc2nc(C(C)C)nn2c1Cl. As a reaction SMILES: [OH:1][c:2]1[c:3]([CH2:15][C:16](=[O:17])[O:18][CH3:19])[c:4]([CH3:14])[n:5][c:6]2[n:7]1[n:8][c:9]([CH:11]([CH3:12])[CH3:13])[n:10]2.[P:20]([Cl:21])([Cl:22])([Cl:23])=[O:24]>>[c:2]1([Cl:22])[c:3]([CH2:15][C:16](=[O:17])[O:18][CH3:19])[c:4]([CH3:14])[n:5][c:6]2[n:7]1[n:8][c:9]([CH:11]([CH3:12])[CH3:13])[n:10]2. Product: C1(CCCC1)C[C@@H](C(=O)NC=1SC(=CN1)SCC(=O)N1CCN(CC1)C)C1=CC=C(C=C1)S(=O)(=O)C ((R)-3-Cyclopentyl-2-(4-methanesulfonyl-phenyl)-N-{5-[2-(4-methyl-piperazin-1-yl)-2-oxo-ethylsulfanyl]-thiazol-2-yl}-propionamide). RXN SMILES: [CH:1]1([CH2:6][C@H:7]([C:21]2[CH:26]=[CH:25][C:24]([S:27]([CH3:30])(=[O:29])=[O:28])=[CH:23][CH:22]=2)[C:8]([NH:10][C:11]2[S:12][C:13]([S:16][CH2:17][C:18]([OH:20])=O)=[CH:14][N:15]=2)=[O:9])[CH2:5][CH2:4][CH2:3][CH2:2]1.[CH3:31][N:32]1[CH2:37][CH2:36][NH:35][CH2:34][CH2:33]1>>[CH:1]1([CH2:6][C@H:7]([C:21]2[CH:26]=[CH:25][C:24]([S:27]([CH3:30])(=[O:28])=[O:29])=[CH:23][CH:22]=2)[C:8]([NH:10][C:11]2[S:12][C:13]([S:16][CH2:17][C:18]([N:35]3[CH2:36][CH2:37][N:32]([CH3:31])[CH2:33][CH2:34]3)=[O:20])=[CH:14][N:15]=2)=[O:9])[CH2:5][CH2:4][CH2:3][CH2:2]1. Reactants: C1(CCCC1)C[C@@H](C(=O)NC=1SC(=CN1)SCC(=O)O)C1=CC=C(C=C1)S(=O)(=O)C ((R)-{2-[3-cyclopentyl-2-(4-methanesulfonyl-phenyl)-propionylamino]-thiazol-5-ylsulfanyl}-acetic acid), CN1CCNCC1 (1-methylpiperazine). Procedure details: The title compound was prepared from (R)-{2-[3-cyclopentyl-2-(4-methanesulfonyl-phenyl)-propionylamino]-thiazol-5-ylsulfanyl}-acetic acid and 1-methylpiperazine as described in Example 12. 1H-NMR (CD3OD): δ 7.92 (d, 2H), 7.67 (d, 2H), 7.50 (s, 1H), 4.83-4.15 (broad m, 2H), 3.96 (t, 1H), 3.72 (s, 2H), 3.60-3.45 (broad m, 3H), 3.12-3.00 (broad m, 3H), 3.10 (s, 3H), 2.92 (s, 3H), 2.25-2.17 m, 1H), 1.90-1.75 (m, 3H), 1.70-1.60 (m, 3H), 1.51 (m, 2H), 1.18 (m, 2H); HPLC-MS: m/z: 551 (M+1). The reactants are C(CCCCCCCCCCCCC)OC1=CC=C(O1)C(=O)O (5-(tetradecyloxy)furan-2-carboxylic acid), CC(C)O (2-propanol). The product is C(CCCCCCCCCCCCC)OC1=CC=C(O1)C(=O)OC(C)C (isopropyl 5-(tetradecyloxy)furan-2-carboxylate). As a reaction SMILES: [CH2:1]([O:15][C:16]1[O:20][C:19]([C:21]([OH:23])=[O:22])=[CH:18][CH:17]=1)[CH2:2][CH2:3][CH2:4][CH2:5][CH2:6][CH2:7][CH2:8][CH2:9][CH2:10][CH2:11][CH2:12][CH2:13][CH3:14].[CH3:24][CH:25](O)[CH3:26]>>[CH2:1]([O:15][C:16]1[O:20][C:19]([C:21]([O:23][CH:25]([CH3:26])[CH3:24])=[O:22])=[CH:18][CH:17]=1)[CH2:2][CH2:3][CH2:4][CH2:5][CH2:6][CH2:7][CH2:8][CH2:9][CH2:10][CH2:11][CH2:12][CH2:13][CH3:14]. Reported procedure: The title compound was prepared as described in Example 1 starting from 0.228 g (0.7 mmol) of 5-(tetradecyloxy)furan-2-carboxylic acid and 0.161 mL (2.1 mmol) of 2-propanol. MS (m/z, ES+): 366.30 (M+, 100%); 1H NMR (400 MHz, DMSO-d6) δ: 7.2 (d, 1H), 5.6 (d, 1H), 5.0 (p, 1H), 4.1 (t, 2H), 1.7 (p, 2H), 1.3-1.4 (m, 2H), 1.23 (d, 6H), 1.2 (s, 20H), 0.85 (t, 3H). Reactants: ClCCN1CCCCC1, Cl, OCc1ccc(O)cc1. Yields the product OCc1ccc(OCCN2CCCCC2)cc1. Reaction SMILES: [Cl:11][CH2:12][CH2:13][N:14]1[CH2:15][CH2:16][CH2:17][CH2:18][CH2:19]1.[ClH:10].[OH:1][c:2]1[cH:3][cH:4][c:5]([CH2:6][OH:7])[cH:8][cH:9]1>>[O:1]([c:2]1[cH:3][cH:4][c:5]([CH2:6][OH:7])[cH:8][cH:9]1)[CH2:12][CH2:13][N:14]1[CH2:15][CH2:16][CH2:17][CH2:18][CH2:19]1. The reactants are C(C)OCN1C(=C([C@@H](C(=C1C)C(=O)O)C1=CC(=CC=C1)[N+](=O)[O-])C(=O)OC)C ((R)-N-(ethoxymethyl)-1,4-dihydro-2,6-dimethyl-4-(3-nitrophenyl)-3-methoxycarbonylpyridine-5-carboxylic acid), C(=O)(N1C=NC=C1)N1C=NC=C1 (carbonyldiimidazole), XX. Run in CN(C=O)C (dimethylformamide). Reaction conditions: temperature 40 celsius. Yields the product product, N12CCCCCC2=NCCC1 (1,8-diazabicyclo[5.4.0]undec-7-ene). As a reaction SMILES: C(OC[N:5]1[C:10](C)=[C:9](C(O)=O)[C@@H:8]([C:15]2C=CC=[C:17]([N+:21]([O-])=O)[CH:16]=2)[C:7]([C:24](OC)=O)=[C:6]1C)C.C(N1C=CN=C1)(N1C=CN=C1)=O>CN(C)C=O>[N:5]12[CH2:6][CH2:7][CH2:24][N:21]=[C:17]1[CH2:16][CH2:15][CH2:8][CH2:9][CH2:10]2. Procedure: 2.925 g (0.0075 mol) of (R)-N-(ethoxymethyl)-1,4-dihydro-2,6-dimethyl-4-(3-nitrophenyl)-3-methoxycarbonylpyridine-5-carboxylic acid and 1.34 g (0.0082 mol) of carbonyldiimidazole are dissolved in 50 ml of dimethylformamide. The mixture is heated at 40° C. for one hour. 2.13 g (0.0075 mol) of the product obtained in Preparation XX and 1.12 ml (0.0075 mol) of 1,8-diazabicyclo[5.4.0]undec-7-ene are then added to the reaction medium. The mixture is heated to 100° C. After 2 hours, the mixture is lef...